From a dataset of the Open Reaction Database (ORD), a public repository of structured organic reaction records. describe an organic reaction: reactants, conditions, products, and yield Reactants: O=C(O)c1ccc([N+](=O)[O-])cc1S(=O)(=O)O, CO, CN(C)C=O, O=S(Cl)Cl. Yields the product COC(=O)c1ccc([N+](=O)[O-])cc1S(=O)(=O)O. Reaction SMILES: [C:1](=[O:2])([OH:3])[c:4]1[c:5]([S:13](=[O:14])(=[O:15])[OH:16])[cH:6][c:7]([N+:10](=[O:11])[O-:12])[cH:8][cH:9]1.[CH3:21][OH:22].[O:23]=[CH:24][N:25]([CH3:26])[CH3:27].[S:17]([Cl:18])([Cl:19])=[O:20]>>[C:1]([O:2][CH3:21])(=[O:3])[c:4]1[c:5]([S:13](=[O:14])(=[O:15])[OH:16])[cH:6][c:7]([N+:10](=[O:11])[O-:12])[cH:8][cH:9]1. As a reaction SMILES: [C:16](=[O:17])([O-:18])[O-:19].[CH3:39][CH2:40][O:41][C:42](=[O:43])[CH3:44].[Cl:22][CH2:23][C:24]([CH:25]=[CH:26][c:27]1[cH:28][cH:29][cH:30][cH:31][cH:32]1)=[O:33].[K+:20].[K+:21].[O:34]=[CH:35][N:36]([CH3:37])[CH3:38].[nH:1]1[c:2](-[c:10]2[c:11]([NH2:15])[n:12][o:13][n:14]2)[n:3][c:4]2[c:5]1[cH:6][cH:7][cH:8][cH:9]2>>[n:1]1([CH2:23][C:24]([CH:25]=[CH:26][c:27]2[cH:28][cH:29][cH:30][cH:31][cH:32]2)=[O:33])[c:2](-[c:10]2[c:11]([NH2:15])[n:12][o:13][n:14]2)[n:3][c:4]2[c:5]1[cH:6][cH:7][cH:8][cH:9]2. The reactants are O=C([O-])[O-], CCOC(C)=O, O=C(C=Cc1ccccc1)CCl, [K+], [K+], CN(C)C=O, Nc1nonc1-c1nc2ccccc2[nH]1. The product is Nc1nonc1-c1nc2ccccc2n1CC(=O)C=Cc1ccccc1.